This data is from the Open Reaction Database (ORD), a public repository of structured organic reaction records. The task is: describe an organic reaction: reactants, conditions, products, and yield Starting materials: CS(=O)(=O)OC1CC(C(N)=O)N(C(=O)OCc2ccc([N+](=O)[O-])cc2)C1, COc1ccc(P2(=S)SP(=S)(c3ccc(OC)cc3)S2)cc1, C1CCOC1. Product: CS(=O)(=O)OC1CC(C(N)=S)N(C(=O)OCc2ccc([N+](=O)[O-])cc2)C1. RXN SMILES: [C:1]([NH2:2])(=[O:3])[CH:4]1[N:5]([C:14](=[O:15])[O:16][CH2:17][c:18]2[cH:19][cH:20][c:21]([N+:24](=[O:25])[O-:26])[cH:22][cH:23]2)[CH2:6][CH:7]([O:9][S:10](=[O:11])(=[O:12])[CH3:13])[CH2:8]1.[CH3:27][O:28][c:29]1[cH:30][cH:31][c:32]([P:33]2(=[S:34])[S:35][P:37](=[S:38])([c:39]3[cH:40][cH:41][c:42]([O:43][CH3:44])[cH:45][cH:46]3)[S:36]2)[cH:47][cH:48]1.[O:49]1[CH2:50][CH2:51][CH2:52][CH2:53]1>>[C:1]([NH2:2])([CH:4]1[N:5]([C:14](=[O:15])[O:16][CH2:17][c:18]2[cH:19][cH:20][c:21]([N+:24](=[O:25])[O-:26])[cH:22][cH:23]2)[CH2:6][CH:7]([O:9][S:10](=[O:11])(=[O:12])[CH3:13])[CH2:8]1)=[S:36]. The reactants are C1(=CC=CC=C1)C(=O)C=O (Phenyl glyoxal), C(=O)(OC)C1=CC=C(C=C1)CCN (2-(4-carbomethoxyphenyl)ethanamine), C1=CC=CC=C1 (benzene). Solvent: O (water). Run at time 2 hour. The product is C(=O)(OC)C1=CC=C(C=C1)CCNCC(C1=CC=CC=C1)O (N-(2-[4-Carbomethoxyphenyl]ethyl)-2-hydroxy-2-phenylethanamine). RXN SMILES: [C:1]1([C:7]([CH:9]=O)=[O:8])[CH:6]=[CH:5][CH:4]=[CH:3][CH:2]=1.[C:11]([C:15]1[CH:20]=[CH:19][C:18]([CH2:21][CH2:22][NH2:23])=[CH:17][CH:16]=1)([O:13][CH3:14])=[O:12].C1C=CC=CC=1>O>[C:11]([C:15]1[CH:20]=[CH:19][C:18]([CH2:21][CH2:22][NH:23][CH2:9][CH:7]([OH:8])[C:1]2[CH:2]=[CH:3][CH:4]=[CH:5][CH:6]=2)=[CH:17][CH:16]=1)([O:13][CH3:14])=[O:12]. Procedure details: Phenyl glyoxal (0.8 g) and 2-(4-carbomethoxyphenyl)ethanamine (1.1 g) were heated in refluxing benzene (100 ml) under a Dean and stark head until the theoretical amount of water had been collected. The solvent was replaced with methanol and sodium borohydride (2.0 g) was added portionwise with ice cooling. The mixture was stirred for 2 hours, the solvent was evaporated and the residue was partitioned between water and ethyl acetate. The dried organic extract was evaporated and crystallised from ... Reactants: ClC=CCl (1,2-Dichloroethylene), C1=CC=CC1 (cyclopentadiene). The product is ClC1C2C=CC(C1Cl)C2 (5,6-dichloronorbornene). RXN SMILES: [Cl:1][CH:2]=[CH:3][Cl:4].[CH:5]1[CH2:9][CH:8]=[CH:7][CH:6]=1>>[Cl:1][CH:2]1[CH:3]([Cl:4])[CH:7]2[CH2:8][CH:9]1[CH:5]=[CH:6]2. Reported procedure: 1,2-Dichloroethylene was reacted with cyclopentadiene at 175° C. in the same manner as Examples 1-7 to produce 5,6-dichloronorbornene (called "DCN" hereinafter).